From a dataset of the Open Reaction Database (ORD), a public repository of structured organic reaction records. describe an organic reaction: reactants, conditions, products, and yield The reactants are C(C)(C)(C)OC(=O)N(C1=C(SC(=C1)I)C(=O)OC)C(=O)OC(C)(C)C (methyl 3-(bis[ter-butoxycarbonyl]amino)-5-iodo-2-thiophenecarboxylate), CC1(OB(OC1(C)C)C1=CC=C(C=C1)C1=CC2=NC=CC=C2O1)C (2-[4(4,4,5,5-tetramethyl-1,3,2-dioxaborolan-2-yl)phenyl]furo[3,2-b]pyridine). The product is C(C)(C)(C)OC(=O)N(C1=C(SC(=C1)C1=CC=C(C=C1)C1=CC2=NC=CC=C2O1)C(=O)OC)C(=O)OC(C)(C)C (Methyl 3-(bis[terbutoxycarbonyl]amino)-5-(4-furo[3,2-b]pyridine-2-ylphenyl)-2-thiophenecarboxylate). Reaction SMILES: [C:1]([O:5][C:6]([N:8]([C:19]([O:21][C:22]([CH3:25])([CH3:24])[CH3:23])=[O:20])[C:9]1[CH:13]=[C:12](I)[S:11][C:10]=1[C:15]([O:17][CH3:18])=[O:16])=[O:7])([CH3:4])([CH3:3])[CH3:2].CC1(C)C(C)(C)OB([C:34]2[CH:39]=[CH:38][C:37]([C:40]3[O:48][C:47]4[C:42](=[N:43][CH:44]=[CH:45][CH:46]=4)[CH:41]=3)=[CH:36][CH:35]=2)O1>>[C:1]([O:5][C:6]([N:8]([C:19]([O:21][C:22]([CH3:25])([CH3:24])[CH3:23])=[O:20])[C:9]1[CH:13]=[C:12]([C:34]2[CH:35]=[CH:36][C:37]([C:40]3[O:48][C:47]4[C:42](=[N:43][CH:44]=[CH:45][CH:46]=4)[CH:41]=3)=[CH:38][CH:39]=2)[S:11][C:10]=1[C:15]([O:17][CH3:18])=[O:16])=[O:7])([CH3:4])([CH3:3])[CH3:2]. Reported procedure: Intermediate VII.5 was prepared starting from methyl 3-(bis[ter-butoxycarbonyl]amino)-5-iodo-2-thiophenecarboxylate and 2-[4(4,4,5,5-tetramethyl-1,3,2-dioxaborolan-2-yl)phenyl]furo[3,2-b]pyridine (according to the general procedure in WO 2008/017688) as described for Intermediate VII.1. Intermediate VII.5 was used for the next step without purification. Starting materials: N1N=C(C=C1)NC(C)=O (N-1H-pyrazol-3-ylacetamide), CC1=CC(=NN1)N (5-methyl-1H-pyrazol-3-amine). The product is CC1=CC(=NN1)NC(C)=O (N-(5-methyl-1H-pyrazol-3-yl)acetamide). Yield: 70.4%. RXN SMILES: [NH:1]1[CH:5]=[CH:4][C:3]([NH:6][C:7](=[O:9])[CH3:8])=[N:2]1.[CH3:10]C1NN=C(N)C=1>>[CH3:10][C:5]1[NH:1][N:2]=[C:3]([NH:6][C:7](=[O:9])[CH3:8])[CH:4]=1. Reported procedure: Title compound was prepared by a method analogous to that described for Intermediate 1, replacing 1H-pyrazol-3-amine with 5-methyl-1H-pyrazol-3-amine. (ALDRICH, 1.01 g, 7.25 mmol, 70.4% yield). 1H NMR (300 MHz, DMSO-d6) δ ppm: 11.89 (s, 1H), 10.16 (s, 1H), 6.22 (s, 1H), 2.16 (s, 3H), 1.94 (s, 3H). [ES+MS] m/z 140 (MH+).